This data is from the Open Reaction Database (ORD), a public repository of structured organic reaction records. The task is: describe an organic reaction: reactants, conditions, products, and yield Starting materials: C1(CCCCC1)C1=NN(C(=C1)C1=CC=C(C=C1)OC(F)(F)F)CC1=CC=C(C(=O)OC)C=C1 (methyl 4-({3-cyclohexyl-5-[4-(trifluoromethoxy)phenyl]-1H-pyrazol-1-yl}methyl)benzoate), [OH-].[Na+] (NaOH). Solvent: C(C)O (ethanol), O (water). Yields the product C1(CCCCC1)C1=NN(C(=C1)C1=CC=C(C=C1)OC(F)(F)F)CC1=CC=C(C(=O)O)C=C1 (4-({3-Cyclohexyl-5-[4-(trifluoromethoxy)phenyl]-1H-pyrazol-1-yl}methyl)benzoic acid). Reaction SMILES: [CH:1]1([C:7]2[CH:11]=[C:10]([C:12]3[CH:17]=[CH:16][C:15]([O:18][C:19]([F:22])([F:21])[F:20])=[CH:14][CH:13]=3)[N:9]([CH2:23][C:24]3[CH:33]=[CH:32][C:27]([C:28]([O:30]C)=[O:29])=[CH:26][CH:25]=3)[N:8]=2)[CH2:6][CH2:5][CH2:4][CH2:3][CH2:2]1.[OH-].[Na+]>C(O)C.O>[CH:1]1([C:7]2[CH:11]=[C:10]([C:12]3[CH:13]=[CH:14][C:15]([O:18][C:19]([F:21])([F:22])[F:20])=[CH:16][CH:17]=3)[N:9]([CH2:23][C:24]3[CH:33]=[CH:32][C:27]([C:28]([OH:30])=[O:29])=[CH:26][CH:25]=3)[N:8]=2)[CH2:6][CH2:5][CH2:4][CH2:3][CH2:2]1 |f:1.2|. Procedure: A solution of 0.19 g methyl 4-({3-cyclohexyl-5-[4-(trifluoromethoxy)phenyl]-1H-pyrazol-1-yl}methyl)benzoate from Step C Example 1 in 6 mL ethanol and 2.5 mL water was treated with 2.4 equivalents of 5 N NaOH solution till the hydrolysis was complete based on HPLC. After evaporating ethanol under reduced pressure, the residue was acidified with 20% molar excess of 2 N HCl to precipitate the acid product. Extract the reaction mixture with 2×35 mL EtOAc. Wash the combined organic layer with saturat...